This data is from the Open Reaction Database (ORD), a public repository of structured organic reaction records. The task is: describe an organic reaction: reactants, conditions, products, and yield Reactants: BrC=1C=CC(=NC1)CO[Si](C)(C)C(C)(C)C (5-bromo-2-({[t-butyl(dimethyl)silyl]oxy}methyl)pyridine), CN1C(CCC1)=O (N-methyl-2-pyrrolidinone), Example 23 ( 23a ), O (water). The reagents and catalysts are [C-]#N.[Zn+2].[C-]#N (zinc cyanide), C1(=CC=CC=C1)P([C-]1C=CC=C1)C1=CC=CC=C1.[C-]1(C=CC=C1)P(C1=CC=CC=C1)C1=CC=CC=C1.[Fe+2] (1,1′-bis(diphenylphosphino)ferrocene), C=1C=CC(=CC1)/C=C/C(=O)/C=C/C2=CC=CC=C2.C=1C=CC(=CC1)/C=C/C(=O)/C=C/C2=CC=CC=C2.[Pd] (bis(dibenzylideneacetone)palladium). Conditions: temperature 100 celsius, time 1 hour. The product is [Si](C)(C)(C(C)(C)C)OCC1=NC=C(C#N)C=C1 (6-({[t-Butyl(dimethyl)silyl]oxy}methyl)nicotinonitrile). Isolated yield 93.0%. RXN SMILES: Br[C:2]1[CH:3]=[CH:4][C:5]([CH2:8][O:9][Si:10]([C:13]([CH3:16])([CH3:15])[CH3:14])([CH3:12])[CH3:11])=[N:6][CH:7]=1.O.[CH3:18][N:19]1CCCC1=O>[C-]#N.[Zn+2].[C-]#N.C1C=CC(/C=C/C(/C=C/C2C=CC=CC=2)=O)=CC=1.C1C=CC(/C=C/C(/C=C/C2C=CC=CC=2)=O)=CC=1.[Pd].C1(P(C2C=CC=CC=2)[C-]2C=CC=C2)C=CC=CC=1.[C-]1(P(C2C=CC=CC=2)C2C=CC=CC=2)C=CC=C1.[Fe+2]>[Si:10]([O:9][CH2:8][C:5]1[CH:4]=[CH:3][C:2]([C:18]#[N:19])=[CH:7][N:6]=1)([C:13]([CH3:16])([CH3:15])[CH3:14])([CH3:12])[CH3:11] |f:3.4.5,6.7.8,9.10.11|. Procedure details: A solution of 5-bromo-2-({[t-butyl(dimethyl)silyl]oxy}methyl)pyridine (0.30 g, 1.0 mmol) that was obtained in Example 23 (23a), zinc cyanide (0.18 g, 1.5 mmol), bis(dibenzylideneacetone)palladium (18 mg, 0.02 mmol) and 1,1′-bis(diphenylphosphino)ferrocene (44 mg, 0.08 mmol) in N-methyl-2-pyrrolidinone (4 ml) was stirred at 100° C. for 1 hour. After cooling to room temperature, the reaction mixture was poured into water and extracted with ether. The extract was washed with a saturated aqueous sol... Starting materials: COC(C[C@@H]1COC2=C1C=CC(=C2)O[C@@H]2CCC1=C(C=CC(=C21)F)C=2C(=NC=CC2)Br)=O ({(S)-6-[(R)-4-(2-bromo-pyridin-3-yl)-7-fluoro-indan-1-yloxy]-2,3-dihydro-benzofuran-3-yl}-acetic acid methyl ester), O1C=C(C=C1)B(O)O (furan-3-boronic acid), Intermediate 56. Procedure details: The title compound is prepared from {(S)-6-[(R)-4-(2-bromo-pyridin-3-yl)-7-fluoro-indan-1-yloxy]-2,3-dihydro-benzofuran-3-yl}-acetic acid methyl ester and furan-3-boronic acid following a procedure analogous to that described in Step 1 of Intermediate 56. LC (method 9): tR=1.04 min; Mass spectrum (ESI+): m/z=486 [M+H]+. As a reaction SMILES: [CH3:1][O:2][C:3](=[O:32])[CH2:4][C@H:5]1[C:9]2[CH:10]=[CH:11][C:12]([O:14][C@H:15]3[C:23]4[C:18](=[C:19]([C:25]5[C:26](Br)=[N:27][CH:28]=[CH:29][CH:30]=5)[CH:20]=[CH:21][C:22]=4[F:24])[CH2:17][CH2:16]3)=[CH:13][C:8]=2[O:7][CH2:6]1.[O:33]1[CH:37]=[CH:36][C:35](B(O)O)=[CH:34]1>>[CH3:1][O:2][C:3](=[O:32])[CH2:4][C@H:5]1[C:9]2[CH:10]=[CH:11][C:12]([O:14][C@H:15]3[C:23]4[C:18](=[C:19]([C:25]5[C:26]([C:35]6[CH:36]=[CH:37][O:33][CH:34]=6)=[N:27][CH:28]=[CH:29][CH:30]=5)[CH:20]=[CH:21][C:22]=4[F:24])[CH2:17][CH2:16]3)=[CH:13][C:8]=2[O:7][CH2:6]1. The product is COC(C[C@@H]1COC2=C1C=CC(=C2)O[C@@H]2CCC1=C(C=CC(=C21)F)C=2C(=NC=CC2)C2=COC=C2)=O ({(S)-6-[(R)-7-Fluoro-4-(2-furan-3-yl-pyridin-3-yl)-indan-1-yloxy]-2,3-dihydro-benzofuran-3-yl}-acetic acid methyl ester). The reactants are FC=1C=C2CCC(C2=CC1)NC1=NC2=CC=C(C=C2C=C1)N (rac-N2-(5-Fluoro-indan-1-yl)-quinoline-2,6-diamine), N1=CC(=CC=C1)CC(=O)O (3-Pyridyl-acetic acid), C(C)(C)N(C(C)C)CC (N,N-diisopropyl ethyl amine), F[B-](F)(F)F.N1(N=NC2=C1C=CC=C2)OC(=[N+](C)C)N(C)C (2-(1H-benzotriazole-1-yl)-1,1,3,3-tetramethyluronium tetrafluoroborate). Solvent: ClCCl (dichloromethane), O (water), CN(C=O)C (dimethylformamide). Conditions: time 30 minute. Product: FC=1C=C2CCC(C2=CC1)NC1=NC2=CC=C(C=C2C=C1)NC(CC=1C=NC=CC1)=O (rac-N-[2-(5-Fluoro-indan-1-ylamino)-quinolin-6-yl]-2-pyridin-3-yl-acetamide). Yield: 51.3%. RXN SMILES: [N:1]1[CH:6]=[CH:5][CH:4]=[C:3]([CH2:7][C:8]([OH:10])=O)[CH:2]=1.C(N(CC)C(C)C)(C)C.F[B-](F)(F)F.N1(OC(N(C)C)=[N+](C)C)C2C=CC=CC=2N=N1.[F:42][C:43]1[CH:44]=[C:45]2[C:49](=[CH:50][CH:51]=1)[CH:48]([NH:52][C:53]1[CH:62]=[CH:61][C:60]3[C:55](=[CH:56][CH:57]=[C:58]([NH2:63])[CH:59]=3)[N:54]=1)[CH2:47][CH2:46]2>ClCCl.CN(C)C=O.O>[F:42][C:43]1[CH:44]=[C:45]2[C:49](=[CH:50][CH:51]=1)[CH:48]([NH:52][C:53]1[CH:62]=[CH:61][C:60]3[C:55](=[CH:56][CH:57]=[C:58]([NH:63][C:8](=[O:10])[CH2:7][C:3]4[CH:2]=[N:1][CH:6]=[CH:5][CH:4]=4)[CH:59]=3)[N:54]=1)[CH2:47][CH2:46]2 |f:2.3|. Procedure: 3-Pyridyl-acetic acid (112 mg, 0.82 mmol), N,N-diisopropyl ethyl amine (308 mg, 2.4 mmol) and 2-(1H-benzotriazole-1-yl)-1,1,3,3-tetramethyluronium tetrafluoroborate (350 mg, 1.1 mmol) were dissolved in dichloromethane (20 mL) and dimethylformamide (5 mL). The reaction mixture was stirred at room temperature for 30 minutes. rac-N2-(5-Fluoro-indan-1-yl)-quinoline-2,6-diamine (2000 mg, 0.68 mmol) was added and stirred was continued overnight. The reaction mixture was diluted with water and extracte... Starting materials: BrC1=CC=C(C=C1)[C@H](C)N1C(O[C@@](CC1)(CCCO)C1=CC=C(C=C1)F)=O ((R)-3-((S)-1-(4-bromophenyl)ethyl)-6-(4-fluorophenyl)-6-(3-hydroxypropyl)-1,3-oxazinan-2-one), CC1=NC=CC(=C1)B(O)O (2-methylpyridine-4-boronic acid). Product: FC1=CC=C(C=C1)[C@]1(CCN(C(O1)=O)[C@@H](C)C1=CC=C(C=C1)C1=CC(=NC=C1)C)CCCO ((R)-6-(4-fluorophenyl)-6-(3-hydroxypropyl)-3-((S)-1-(4-(2-methylpyridin-4-yl)phenyl)ethyl)-1,3-oxazinan-2-one). RXN SMILES: Br[C:2]1[CH:7]=[CH:6][C:5]([C@@H:8]([N:10]2[CH2:15][CH2:14][C@@:13]([C:20]3[CH:25]=[CH:24][C:23]([F:26])=[CH:22][CH:21]=3)([CH2:16][CH2:17][CH2:18][OH:19])[O:12][C:11]2=[O:27])[CH3:9])=[CH:4][CH:3]=1.[CH3:28][C:29]1[CH:34]=[C:33](B(O)O)[CH:32]=[CH:31][N:30]=1>>[F:26][C:23]1[CH:24]=[CH:25][C:20]([C@:13]2([CH2:16][CH2:17][CH2:18][OH:19])[O:12][C:11](=[O:27])[N:10]([C@H:8]([C:5]3[CH:6]=[CH:7][C:2]([C:33]4[CH:32]=[CH:31][N:30]=[C:29]([CH3:28])[CH:34]=4)=[CH:3][CH:4]=3)[CH3:9])[CH2:15][CH2:14]2)=[CH:21][CH:22]=1. Procedure: The title compound was prepared from (R)-3-((S)-1-(4-bromophenyl)ethyl)-6-(4-fluorophenyl)-6-(3-hydroxypropyl)-1,3-oxazinan-2-one and 2-methylpyridine-4-boronic acid following a procedure analogous to that described in Example 14. LC-MS Method 1 tR=1.29 min, m/z=431 (M+1); 1H NMR (CDCl3) 8.71 (d, 1H, J=6 Hz), 7.78 (d, 1H, J=6 Hz), 7.7 (s, 1H), 7.49 (t, 2H, J=7, 7 Hz), 7.27-7.24 (m, 2H), 7.17 (m, 2H), 7.09-7.02 (aq, 2H, J=9, 17 Hz), 5.73 (q, 1H, J=7, 14 Hz), 4.27 (t, 1H, J=6, 6 Hz), 3.60 (t, 1H, ...